This data is from the Open Reaction Database (ORD), a public repository of structured organic reaction records. The task is: describe an organic reaction: reactants, conditions, products, and yield Reactants: S1CCCC1 (tetrahydrothiophene), CC(=O)C (acetone), BrCC(C(C)(C)C)=O (1-bromopinacolone). Run at time 24 hour. Product: 161.3, [Br-].CC1(C[S+](CC1)CC(CC)=O)C (3,3-dimethyl-2-oxobutyl thiacyclopentanium bromide). RXN SMILES: [S:1]1[CH2:5][CH2:4][CH2:3][CH2:2]1.[Br:6][CH2:7][C:8](=O)[C:9]([CH3:12])([CH3:11])[CH3:10].CC(C)=[O:16]>>[Br-:6].[CH3:10][C:9]1([CH3:12])[CH2:8][CH2:7][S+:1]([CH2:2][C:3](=[O:16])[CH2:4][CH3:5])[CH2:11]1 |f:3.4|. Reported procedure: Into a four-necked flask was charged 70.17 parts of tetrahydrothiophene and 750 parts of acetone, into this was dropped 150 parts of 1-bromopinacolone, and the mixture was stirred at room temperature for 24 hours. The deposited crystal was filtrated and washed with 100 parts of tert-butyl methyl ether and dried to obtain 161.3 parts of 3,3-dimethyl-2-oxobutyl thiacyclopentanium bromide. Product: FC(C1=CC=C(C=C1)[C@H]1NCCC2=CC=CC=C12)(F)F ((R)-1-(4-(trifluoromethyl)phenyl)-1,2,3,4-tetrahydroisoquinoline). Starting materials: FC(C1=CC=C(C=C1)C1NCCC2=CC=CC=C12)(F)F (1-(4-(trifluoromethyl)phenyl)-1,2,3,4-tetrahydroisoquinoline), CO.C(=O)=O (methanol CO2). RXN SMILES: [F:1][C:2]([F:20])([F:19])[C:3]1[CH:8]=[CH:7][C:6]([CH:9]2[C:18]3[C:13](=[CH:14][CH:15]=[CH:16][CH:17]=3)[CH2:12][CH2:11][NH:10]2)=[CH:5][CH:4]=1.CO.C(=O)=O>>[F:20][C:2]([F:1])([F:19])[C:3]1[CH:4]=[CH:5][C:6]([C@@H:9]2[C:18]3[C:13](=[CH:14][CH:15]=[CH:16][CH:17]=3)[CH2:12][CH2:11][NH:10]2)=[CH:7][CH:8]=1 |f:1.2|. Reported procedure: Enantiomers of 1-(4-(trifluoromethyl)phenyl)-1,2,3,4-tetrahydroisoquinoline (2.120 g, 7.46 mmol, racemic mixture) were separated using chiral SFC (Chiralcel AD-H (250×21 Mm), 45% methanol/CO2 (100 bar), 65 mL/min, 220 nm) to give the title compound as a light yellow solid. MS (ESI, positive ion) m/z: 278 (M+H). Reactants: CC(C)O, OC(CCl)CCCl, [K+], [OH-], O, Oc1ccccc1Cl. Product: OC(CCCl)COc1ccccc1Cl. As a reaction SMILES: [CH:19]([OH:20])([CH3:21])[CH3:22].[Cl:12][CH2:13][CH:14]([CH2:15][CH2:16][Cl:17])[OH:18].[K+:10].[OH-:9].[OH2:11].[OH:1][c:2]1[cH:3][cH:4][cH:5][cH:6][c:7]1[Cl:8]>>[O:1]([c:2]1[cH:3][cH:4][cH:5][cH:6][c:7]1[Cl:8])[CH2:13][CH:14]([CH2:15][CH2:16][Cl:17])[OH:18].